From a dataset of the Open Reaction Database (ORD), a public repository of structured organic reaction records. describe an organic reaction: reactants, conditions, products, and yield Reactants: Cl (HCl), C1(=CC=CC=C1)C=1CCN(CC1)CCCCC1=CNC2=CC=C(C=C12)C(=O)O (3-[4-(4-phenyl-1,2,3,6-tetrahydropyridyl)-butyl]-indole-5-carboxylic acid), C(C)O (ethanol). Product: C1(=CC=CC=C1)C=1CCN(CC1)CCCCC1=CNC2=CC=C(C=C12)C(=O)OCC (ethyl 3-[4-(4-phenyl-1,2,3,6-tetrahydropyridyl)-butyl]-indole-5-carboxylate). Reaction SMILES: Cl.[C:2]1([C:8]2[CH2:9][CH2:10][N:11]([CH2:14][CH2:15][CH2:16][CH2:17][C:18]3[C:26]4[C:21](=[CH:22][CH:23]=[C:24]([C:27]([OH:29])=[O:28])[CH:25]=4)[NH:20][CH:19]=3)[CH2:12][CH:13]=2)[CH:7]=[CH:6][CH:5]=[CH:4][CH:3]=1.[CH2:30](O)[CH3:31]>>[C:2]1([C:8]2[CH2:13][CH2:12][N:11]([CH2:14][CH2:15][CH2:16][CH2:17][C:18]3[C:26]4[C:21](=[CH:22][CH:23]=[C:24]([C:27]([O:29][CH2:30][CH3:31])=[O:28])[CH:25]=4)[NH:20][CH:19]=3)[CH2:10][CH:9]=2)[CH:7]=[CH:6][CH:5]=[CH:4][CH:3]=1. Procedure details: HCl is passed into a boiling solution of 4.04 g of 3-[4-(4-phenyl-1,2,3,6-tetrahydropyridyl)-butyl]-indole-5-carboxylic acid in 50 ml of absolute ethanol for 2 hours. The mixture is boiled for a further hour and worked up in the customary manner to give ethyl 3-[4-(4-phenyl-1,2,3,6-tetrahydropyridyl)-butyl]-indole-5-carboxylate. Rf 0.65 (silica gel; 8:2 CH2Cl2 /CH3OH). Starting materials: S(=O)([O-])S(=O)[O-].[Na+].[Na+] (sodium dithionite), CC1=CC=C(C=C1C1=CC=C(C=C1)[N+](=O)[O-])NC(C1=CC(=CC=C1)C(F)(F)F)=O (N-(6-methyl-4′-nitrobiphenyl-3-yl)-3-(trifluoromethyl)benzamide), O1CCOCC1 (1,4-dioxane), [OH-].[NH4+] (ammonium hydroxide). Run in O (water). The product is NC1=CC=C(C=C1)C1=CC(=CC=C1C)NC(C1=CC(=CC=C1)C(F)(F)F)=O (N-(4′-Amino-6-methylbiphenyl-3-yl)-3-(trifluoromethyl)benzamide). The yield is 44.7%. As a reaction SMILES: [CH3:1][C:2]1[C:7]([C:8]2[CH:13]=[CH:12][C:11]([N+:14]([O-])=O)=[CH:10][CH:9]=2)=[CH:6][C:5]([NH:17][C:18](=[O:29])[C:19]2[CH:24]=[CH:23][CH:22]=[C:21]([C:25]([F:28])([F:27])[F:26])[CH:20]=2)=[CH:4][CH:3]=1.O1CCOCC1.[OH-].[NH4+].S(S([O-])=O)([O-])=O.[Na+].[Na+]>O>[NH2:14][C:11]1[CH:10]=[CH:9][C:8]([C:7]2[C:2]([CH3:1])=[CH:3][CH:4]=[C:5]([NH:17][C:18](=[O:29])[C:19]3[CH:24]=[CH:23][CH:22]=[C:21]([C:25]([F:26])([F:27])[F:28])[CH:20]=3)[CH:6]=2)=[CH:13][CH:12]=1 |f:2.3,4.5.6|. Procedure: To N-(6-methyl-4′-nitrobiphenyl-3-yl)-3-(trifluoromethyl)benzamide (375 mg, 0.937 mmol) was added 1,4-dioxane (12 mL) and water (6.2 mL), then ammonium hydroxide (220 μL, 5.6 mmol) followed by sodium dithionite (1.4 g, 7.9 mmol). The reaction was stirred at ambient temperature until LCMS indicated complete reduction, typically 30-60 minutes. The reaction is accompanied by a color change from yellow to colorless. The reaction was partitioned between water and EtOAc and the organic phase was washe... The reactants are ClCCl (dichloromethane), O=P(Cl)(Cl)Cl (POCl3), C(C)(C)N(CC)C(C)C (diisopropyl ethylamine), OC1=NC(=NC(=C1OC1=C(C=CC=C1)OC)O)C1=CC(=NC=C1)C(=O)N (4-[4,6-dihydroxy-5-(2-methoxy-phenoxy)-pyrimidine-2-yl]-pyridine-2-carboxylic acid amide). Reaction conditions: temperature 20 celsius, time 20 minute. The product is ClC1=NC(=NC(=C1OC1=C(C=CC=C1)OC)Cl)C1=CC(=NC=C1)C#N (4-[4,6-dichloro-5-(2-methoxy-phenoxy)-pyrimidine-2-yl]-pyridine-2-carbonitrile). Isolated yield 86.0%. RXN SMILES: O=P(Cl)(Cl)[Cl:3].C(N(C(C)C)CC)(C)C.O[C:16]1[C:21]([O:22][C:23]2[CH:28]=[CH:27][CH:26]=[CH:25][C:24]=2[O:29][CH3:30])=C(O)[N:19]=[C:18]([C:32]2[CH:37]=[CH:36][N:35]=[C:34]([C:38]([NH2:40])=O)[CH:33]=2)[N:17]=1.Cl[CH2:42][Cl:43]>>[Cl:3][C:16]1[C:21]([O:22][C:23]2[CH:28]=[CH:27][CH:26]=[CH:25][C:24]=2[O:29][CH3:30])=[C:42]([Cl:43])[N:19]=[C:18]([C:32]2[CH:37]=[CH:36][N:35]=[C:34]([C:38]#[N:40])[CH:33]=2)[N:17]=1. Procedure: Within 20 min. 61 ml (633 mmol) of POCl3 were added dropwise to 34 ml (200 mmol) of diisopropyl ethylamine at 5° C. to 10° C. followed by stirring at 5° C. to 10° C. for 15 min. Then 23.5 g (66 mmol) of 4-[4,6-dihydroxy-5-(2-methoxy-phenoxy)-pyrimidine-2-yl]-pyridine-2-carboxylic acid amide were added in four portions under cooling followed by stirring at 90° C. for 25 hr. The reaction mixture was cooled down to 20° C. and transferred to a new flask together with 50 ml of dichloromethane. Volati... Reactants: ClCCl, Cc1ccc(-c2nc(CO)c(C)o2)cc1, O=S(Cl)Cl. Product: Cc1ccc(-c2nc(CCl)c(C)o2)cc1. Reaction SMILES: [Cl:20][CH2:21][Cl:22].[OH:1][CH2:2][c:3]1[n:4][c:5](-[c:9]2[cH:10][cH:11][c:12]([CH3:15])[cH:13][cH:14]2)[o:6][c:7]1[CH3:8].[S:16]([Cl:17])([Cl:18])=[O:19]>>[CH2:2]([c:3]1[n:4][c:5](-[c:9]2[cH:10][cH:11][c:12]([CH3:15])[cH:13][cH:14]2)[o:6][c:7]1[CH3:8])[Cl:18]. The reactants are CS(=O)(=O)O (methanesulfonic acid), C(#N)C=1C(=C(C=C2C(C(=CN(C12)C1CC1)C(=O)O)=O)F)N1C[C@@H]2CCCN[C@@H]2C1 (8-cyano-1-cyclopropyl-7-((1S,6S)-2,8-diazabicyclo[4.3.0]nonan-8-yl)-6-fluoro-1,4-dihydro-4-oxo-3-quinolinecarboxylic acid), C(C)O (ethanol). The solvent is O (water). Run at time 30 minute. Product: S(C)(=O)(=O)O.C(#N)C=1C(=C(C=C2C(C(=CN(C12)C1CC1)C(=O)O)=O)F)N1C[C@@H]2CCCN[C@@H]2C1 (8-Cyano-1-cyclopropyl-7-((1S,6S)-2,8-diazabicyclo[4.3.0]nonan-8-yl)-6-fluoro-1,4-dihydro-4-oxo-3-quinolinecarboxylic acid mesylate). Reaction SMILES: [C:1]([C:3]1[C:4]([N:21]2[CH2:29][C@@H:28]3[C@@H:23]([CH2:24][CH2:25][CH2:26][NH:27]3)[CH2:22]2)=[C:5]([F:20])[CH:6]=[C:7]2[C:12]=1[N:11]([CH:13]1[CH2:15][CH2:14]1)[CH:10]=[C:9]([C:16]([OH:18])=[O:17])[C:8]2=[O:19])#[N:2].[CH3:30][S:31]([OH:34])(=[O:33])=[O:32].C(O)C>O>[S:31]([OH:34])(=[O:33])(=[O:32])[CH3:30].[C:1]([C:3]1[C:4]([N:21]2[CH2:29][C@@H:28]3[C@@H:23]([CH2:24][CH2:25][CH2:26][NH:27]3)[CH2:22]2)=[C:5]([F:20])[CH:6]=[C:7]2[C:12]=1[N:11]([CH:13]1[CH2:14][CH2:15]1)[CH:10]=[C:9]([C:16]([OH:18])=[O:17])[C:8]2=[O:19])#[N:2] |f:4.5|. Procedure details: 250 mg (0.63 mmol) of 8-cyano-1-cyclopropyl-7-((1S,6S)-2,8-diazabicyclo[4.3.0]nonan-8-yl)-6-fluoro-1,4-dihydro-4-oxo-3-quinolinecarboxylic acid are dissolved in 2 ml of water, and one equivalent of methanesulfonic acid is added. The solution is stirred at room temperature for 30 minutes and then poured onto 20 ml of ethanol. The resulting precipitate is filtered off with suction and then dried.